From a dataset of the Open Reaction Database (ORD), a public repository of structured organic reaction records. describe an organic reaction: reactants, conditions, products, and yield Starting materials: C1(=CC=CC=C1)S(=O)(=O)N1CCC(CC1)C(C1=CC=C(C=C1)F)=O (N-benzenesulfonyl-4-(p-fluorobenzoyl)-piperidine), C(CC1=CC=CC=C1)N (phenethylamine). Reagents/catalysts: C1(=CC=CC=C1)S(=O)(=O)O (benzenesulfonic acid). The solvent is C1(=CC=CC=C1)C (toluene). Product: FC1=CC=C(C=C1)C(=NCCC1=CC=CC=C1)C1CCN(CC1)S(=O)(=O)C1=CC=CC=C1 (α-(4-Fluorophenyl)-N-(2-phenylethyl)-1-(phenylsulfonyl)-4-piperidinemethanimine). The yield is 90.4%. Reaction SMILES: [C:1]1([S:7]([N:10]2[CH2:15][CH2:14][CH:13]([C:16](=O)[C:17]3[CH:22]=[CH:21][C:20]([F:23])=[CH:19][CH:18]=3)[CH2:12][CH2:11]2)(=[O:9])=[O:8])[CH:6]=[CH:5][CH:4]=[CH:3][CH:2]=1.[CH2:25]([NH2:33])[CH2:26][C:27]1[CH:32]=[CH:31][CH:30]=[CH:29][CH:28]=1>C1(C)C=CC=CC=1.C1(S(O)(=O)=O)C=CC=CC=1>[F:23][C:20]1[CH:21]=[CH:22][C:17]([C:16]([CH:13]2[CH2:14][CH2:15][N:10]([S:7]([C:1]3[CH:6]=[CH:5][CH:4]=[CH:3][CH:2]=3)(=[O:9])=[O:8])[CH2:11][CH2:12]2)=[N:33][CH2:25][CH2:26][C:27]2[CH:32]=[CH:31][CH:30]=[CH:29][CH:28]=2)=[CH:18][CH:19]=1. Reported procedure: A mixture of 15.56 g (0.045 mol) of N-benzenesulfonyl-4-(p-fluorobenzoyl)-piperidine, 8.50 g (0.0702 mol) of phenethylamine and 0.20 g (0.0013 mol) of benzenesulfonic acid in 400 mL of toluene was heated at reflux for 111 hr. Water was removed from the reaction mixture with a Dean-Stark trap. The solvent was removed in vacuo, and the residue was partitioned between CH2Cl2 and dilute Na2CO3. The CH2Cl2 solution was dried (MgSO4), and the solvent was removed in vacuo. The residue was recrystallize... Starting materials: C(C)(C)(C)OC(=O)C1=CC=C(C=C1)CC(=O)O ([4-(tert-Butoxycarbonyl)phenyl]acetic acid), Cl.C(C)N=C=NCCCN(C)C (1-ethyl-3-(3-dimethylaminopropyl)carbodiimide hydrochloride), ON1N=NC2=C1C=CC=C2 (1-hydroxybenzotriazole), Cl.CONC (N-methoxymethanamine hydrochloride). The solvent is CN(C=O)C (N,N-dimethylformamide), C(C)N(CC)CC (triethylamine), C(C)(=O)OCC (ethyl acetate). Reaction conditions: time 8 hour. Yields the product CON(C(CC1=CC=C(C(=O)OC(C)(C)C)C=C1)=O)C (Tert-butyl 4-{2-[methoxy(methyl)amino]-2-oxoethyl}benzoate). Isolated yield 80.4%. RXN SMILES: Cl.[CH3:2][O:3][NH:4][CH3:5].[C:6]([O:10][C:11]([C:13]1[CH:18]=[CH:17][C:16]([CH2:19][C:20]([OH:22])=O)=[CH:15][CH:14]=1)=[O:12])([CH3:9])([CH3:8])[CH3:7].Cl.C(N=C=NCCCN(C)C)C.ON1C2C=CC=CC=2N=N1>CN(C)C=O.C(OCC)(=O)C.C(N(CC)CC)C>[CH3:2][O:3][N:4]([CH3:5])[C:20](=[O:22])[CH2:19][C:16]1[CH:15]=[CH:14][C:13]([C:11]([O:10][C:6]([CH3:7])([CH3:8])[CH3:9])=[O:12])=[CH:18][CH:17]=1 |f:0.1,3.4|. Procedure details: To a solution of N-methoxymethanamine hydrochloride (5.00 g) in N,N-dimethylformamide (200 mL) was added triethylamine (7.1 mL), and the mixture was stirred at room temperature for 30 min. [4-(tert-Butoxycarbonyl)phenyl]acetic acid (10.0 g), 1-ethyl-3-(3-dimethylaminopropyl)carbodiimide hydrochloride (12.2 g) and 1-hydroxybenzotriazole (8.60 g) were added to the reaction mixture under ice-cooling, and the mixture was stirred overnight at room temperature. The reaction mixture was diluted with et... Reactants: ClC=1C2=C(N=CN1)N(C=C2)S(=O)(=O)C2=CC=CC=C2 (4-chloro-7-(phenylsulfonyl)-7H-pyrrolo[2,3-d]pyrimidine), C(C)(C)NC(C)C (N,N-diisopropylamine), C(CCC)[Li] (n-butyllithium), IC1=CC=CC2=CC=CC=C12 (1-iodonaphthalene). The reagents and catalysts are [Cl-].[Zn+2].[Cl-] (zinc chloride), C=1C=CC(=CC1)[P](C=2C=CC=CC2)(C=3C=CC=CC3)[Pd]([P](C=4C=CC=CC4)(C=5C=CC=CC5)C=6C=CC=CC6)([P](C=7C=CC=CC7)(C=8C=CC=CC8)C=9C=CC=CC9)[P](C=1C=CC=CC1)(C=1C=CC=CC1)C=1C=CC=CC1 (tetrakis(triphenylphosphine)palladium(0)). Solvent: C1CCOC1 (THF), C1CCOC1 (THF), CCCCCC (hexane), C1CCOC1 (THF), C1CCOC1 (THF). Conditions: temperature -78 celsius, time 20 minute. The product is ClC=1C2=C(N=CN1)N(C(=C2)C2=CC=CC1=CC=CC=C21)S(=O)(=O)C2=CC=CC=C2 (4-chloro-6-(1-naphthyl)-7-(phenylsulfonyl)-7H-pyrrolo[2,3-d]pyrimidine). The yield is 93.2%. Reaction SMILES: C(NC(C)C)(C)C.C([Li])CCC.[Cl:13][C:14]1[C:15]2[CH:22]=[CH:21][N:20]([S:23]([C:26]3[CH:31]=[CH:30][CH:29]=[CH:28][CH:27]=3)(=[O:25])=[O:24])[C:16]=2[N:17]=[CH:18][N:19]=1.I[C:33]1[C:42]2[C:37](=[CH:38][CH:39]=[CH:40][CH:41]=2)[CH:36]=[CH:35][CH:34]=1>C1COCC1.CCCCCC.[Cl-].[Zn+2].[Cl-].C1C=CC([P]([Pd]([P](C2C=CC=CC=2)(C2C=CC=CC=2)C2C=CC=CC=2)([P](C2C=CC=CC=2)(C2C=CC=CC=2)C2C=CC=CC=2)[P](C2C=CC=CC=2)(C2C=CC=CC=2)C2C=CC=CC=2)(C2C=CC=CC=2)C2C=CC=CC=2)=CC=1>[Cl:13][C:14]1[C:15]2[CH:22]=[C:21]([C:41]3[C:42]4[C:37](=[CH:36][CH:35]=[CH:34][CH:33]=4)[CH:38]=[CH:39][CH:40]=3)[N:20]([S:23]([C:26]3[CH:31]=[CH:30][CH:29]=[CH:28][CH:27]=3)(=[O:25])=[O:24])[C:16]=2[N:17]=[CH:18][N:19]=1 |f:6.7.8,^1:60,62,81,100|. Reported procedure: To a stirred solution of N,N-diisopropylamine (265 μL, 1.89 mmol) in THF (3.00 mL) was added dropwise 1.60 M n-butyllithium in hexane (1.17 mL) at −78° C. under an atmosphere of Argon, and the mixture was stirred for 20 minutes at −78° C. To this mixture was added dropwise a solution of 4-chloro-7-(phenylsulfonyl)-7H-pyrrolo[2,3-d]pyrimidine (500 mg, 1.70 mmol) in THF (5.00 mL), and the mixture was stirred for 1 h at −78° C. A solution of zinc chloride (278 mg, 2.04 mmol) in THF (2.00 mL) was ad... Reactants: C(=O)(OC)COC1=CC=C(C=C1)CC(C)NCC(C=1N=C(SC1)C(F)(F)F)O (N-[2-(4-carbomethoxymethoxyphenyl)-1-methylethyl]-2-hydroxy-2-(2-trifluoromethyl-thiazol-4-yl)ethanamine), N (ammonia). Product: NC(=O)COC1=CC=C(C=C1)CC(C)NCC(C=1N=C(SC1)C(F)(F)F)O (N-[2-(4-Aminocarbonylmethoxyphenyl)-1-methylethyl]-2-hydroxy-2-(2-trifluoromethyl-thiazol-4-yl)ethanamine). As a reaction SMILES: [C:1]([CH2:5][O:6][C:7]1[CH:12]=[CH:11][C:10]([CH2:13][CH:14]([NH:16][CH2:17][CH:18]([OH:28])[C:19]2[N:20]=[C:21]([C:24]([F:27])([F:26])[F:25])[S:22][CH:23]=2)[CH3:15])=[CH:9][CH:8]=1)([O:3]C)=O.[NH3:29]>>[NH2:29][C:1]([CH2:5][O:6][C:7]1[CH:8]=[CH:9][C:10]([CH2:13][CH:14]([NH:16][CH2:17][CH:18]([OH:28])[C:19]2[N:20]=[C:21]([C:24]([F:27])([F:26])[F:25])[S:22][CH:23]=2)[CH3:15])=[CH:11][CH:12]=1)=[O:3]. Procedure details: Prepared analogously to Example 14 by reaction of N-[2-(4-carbomethoxymethoxyphenyl)-1-methylethyl]-2-hydroxy-2-(2-trifluoromethyl-thiazol-4-yl)ethanamine with concentrated ammonia followed by purification of the base on a silica gel column using methylene chloride/methanol=9:1 as eluant. Reactants: C(C)(=O)NC1=CC=C(C=C1)C=1NC(C(C#N)=CC1)=O (6-(4-acetylaminophenyl)-1,2-dihydro-2-oxonicotinonitrile), O (water), [OH-].[K+] (potassium hydroxide), [OH-].[K+] (potassium hydroxide). Run in Cl (hydrochloric acid). Product: NC1=CC=C(C=C1)C=1NC(C(C(=O)O)=CC1)=O (6-(4-Aminophenyl)-1,2-dihydro-2-oxonicotinic acid). As a reaction SMILES: C([NH:4][C:5]1[CH:10]=[CH:9][C:8]([C:11]2[NH:12][C:13](=[O:19])[C:14](=[CH:17][CH:18]=2)[C:15]#N)=[CH:7][CH:6]=1)(=O)C.[OH2:20].[OH-:21].[K+]>Cl>[NH2:4][C:5]1[CH:10]=[CH:9][C:8]([C:11]2[NH:12][C:13](=[O:19])[C:14](=[CH:17][CH:18]=2)[C:15]([OH:21])=[O:20])=[CH:7][CH:6]=1 |f:2.3|. Reported procedure: A suspension of 422 g (1.67 mol) of the above nitrile and 3650 mol of water containing 932 g of potassium hydroxide is heated at 105° for 40 hrs. The solution is cooled and acidified to pH 4.0 with 1360 ml of concentrated hydrochloric acid and 400 g of potassium hydroxide pellets are added with stirring. After filtration, the pH of the filtrate is adjusted to 4.5 with concentrated hydrochloric acid. The solid is filtered, suspended in 8 L of water and filtered. The solid is washed with methanol ... The reactants are C(=O)(O)C(CCCCCC=1C(CCC1)=O)CC (2-(6-carboxyoctyl)cyclopent-2-en-1-one), C(C)C(C(=O)OCC)C(=O)OCC (diethyl ethylmalonate). The product is C(=O)(O)C(CCCCCC=1C(CCC1)=O)C1=CC=CC=C1 (2-(6-carboxy-6-phenylhexyl)cyclopent-2-en-1-one). RXN SMILES: [C:1]([CH:4]([CH2:16][CH3:17])[CH2:5][CH2:6][CH2:7][CH2:8][CH2:9][C:10]1[C:11](=[O:15])[CH2:12][CH2:13][CH:14]=1)([OH:3])=[O:2].[CH2:18]([CH:20](C(OCC)=O)[C:21](OCC)=O)[CH3:19]>>[C:1]([CH:4]([C:16]1[CH:21]=[CH:20][CH:18]=[CH:19][CH:17]=1)[CH2:5][CH2:6][CH2:7][CH2:8][CH2:9][C:10]1[C:11](=[O:15])[CH2:12][CH2:13][CH:14]=1)([OH:3])=[O:2]. Reported procedure: This cyclopentenone is prepared by the procedure described in Belgium Pat. No. 786,215 (Jan. 15, 1973) for the preparation of 2-(6-carboxyoctyl)cyclopent-2-en-1-one by substituting diethyl phenylmalonate for diethyl ethylmalonate. The reactants are C(C1=CC=CC=C1)(=O)NC1=CC=C(C=C1)C1=CC=C2CN(C(C2=C1)=O)[C@H](C(=O)O)C(C)C ((S)-2-(6-(4-Benzamidophenyl)-1-oxoisoindolin-2-yl)-3-methylbutanoic acid), CC([C@@H](C(=O)OC)N1C(C2=CC(=CC=C2C1)C1=CC=C(C=C1)NC(C1=CC=C(C=C1)C)=O)=O)C ((S)-Methyl 3-methyl-2-(6-(4-(4-methylbenzamido)phenyl)-1-oxoisoindolin-2-yl)butanoate). Yields the product CC([C@@H](C(=O)O)N1C(C2=CC(=CC=C2C1)C1=CC=C(C=C1)NC(C1=CC=C(C=C1)C)=O)=O)C ((S)-3-Methyl-2-(6-(4-(4-methylbenzamido)phenyl)-1-oxoisoindolin-2-yl)butanoic acid). Isolated yield 84.0%. Reaction SMILES: C(NC1C=CC(C2C=C3C(CN([C@@H](C(C)C)C(O)=O)C3=O)=CC=2)=CC=1)(=O)C1C=CC=CC=1.[CH3:33][CH:34]([CH3:66])[C@H:35]([N:40]1[CH2:48][C:47]2[C:42](=[CH:43][C:44]([C:49]3[CH:54]=[CH:53][C:52]([NH:55][C:56](=[O:64])[C:57]4[CH:62]=[CH:61][C:60]([CH3:63])=[CH:59][CH:58]=4)=[CH:51][CH:50]=3)=[CH:45][CH:46]=2)[C:41]1=[O:65])[C:36]([O:38]C)=[O:37]>>[CH3:33][CH:34]([CH3:66])[C@H:35]([N:40]1[CH2:48][C:47]2[C:42](=[CH:43][C:44]([C:49]3[CH:54]=[CH:53][C:52]([NH:55][C:56](=[O:64])[C:57]4[CH:58]=[CH:59][C:60]([CH3:63])=[CH:61][CH:62]=4)=[CH:51][CH:50]=3)=[CH:45][CH:46]=2)[C:41]1=[O:65])[C:36]([OH:38])=[O:37]. Procedure details: The compound of example 112 was prepared analogous to compound of example 98 by hydrolysis of compound of example 111.